This data is from the Open Reaction Database (ORD), a public repository of structured organic reaction records. The task is: describe an organic reaction: reactants, conditions, products, and yield The reactants are COCCNC(=O)C1=CC2=C(C=N1)N=CN2 (1H-imidazo[4,5-c]pyridine-6-carboxylic acid (2-methoxy-ethyl)-amide), ClC1(SC=CC1=O)C(=O)OC (methyl 2-chloro-3-oxo-2,3-dihydrothiophene-2-carboxylate). Run in C(Cl)(Cl)Cl (chloroform). Yields the product OC1=C(SC(=C1)N1C=NC=2C=NC(=CC21)C(NCCOC)=O)C(=O)OC (Methyl 3-hydroxy-5-{6-[(2-methoxyethyl)carbamoyl]1H-imidazo[4,5-c]pyridin-1-yl}thiophene-2-carboxylate). RXN SMILES: [CH3:1][O:2][CH2:3][CH2:4][NH:5][C:6]([C:8]1[N:13]=[CH:12][C:11]2[N:14]=[CH:15][NH:16][C:10]=2[CH:9]=1)=[O:7].Cl[C:18]1([C:24]([O:26][CH3:27])=[O:25])[C:22](=[O:23])[CH:21]=[CH:20][S:19]1>C(Cl)(Cl)Cl>[OH:23][C:22]1[CH:21]=[C:20]([N:16]2[C:10]3[CH:9]=[C:8]([C:6](=[O:7])[NH:5][CH2:4][CH2:3][O:2][CH3:1])[N:13]=[CH:12][C:11]=3[N:14]=[CH:15]2)[S:19][C:18]=1[C:24]([O:26][CH3:27])=[O:25]. Procedure: In a similar manner as described for example C3, 1.81 g of 1H-imidazo[4,5-c]pyridine-6-carboxylic acid (2-methoxy-ethyl)-amide and 1.27 g of methyl 2-chloro-3-oxo-2,3-dihydrothiophene-2-carboxylate in 300 ml chloroform yield the title compound which was used for the next step without further purification (example B8). Reaction SMILES: [Cl-].[Al+3].[Cl-].[Cl-].[H-].[Al+3].[Li+].[H-].[H-].[H-].[Cl:11][C:12]1[CH:13]=[C:14]([N:19]2[CH2:24][CH2:23][N:22]([CH2:25][CH2:26][CH2:27][CH2:28][CH2:29][C:30]([NH:32][C:33]3[CH:34]=[C:35]([O:44][CH3:45])[CH:36]=[C:37]4[C:42]=3[N:41]=[CH:40][CH:39]=[C:38]4[CH3:43])=O)[CH2:21][CH2:20]2)[CH:15]=[CH:16][C:17]=1[Cl:18].[OH-].[Na+]>O1CCCC1.O>[Cl:11][C:12]1[CH:13]=[C:14]([N:19]2[CH2:24][CH2:23][N:22]([CH2:25][CH2:26][CH2:27][CH2:28][CH2:29][CH2:30][NH:32][C:33]3[CH:34]=[C:35]([O:44][CH3:45])[CH:36]=[C:37]4[C:42]=3[N:41]=[CH:40][CH:39]=[C:38]4[CH3:43])[CH2:21][CH2:20]2)[CH:15]=[CH:16][C:17]=1[Cl:18] |f:0.1.2.3,4.5.6.7.8.9,11.12|. The yield is 88.2%. Procedure: A cold (-40°) slurry of 0.9 g (0.007 mole) of anhydrous aluminum chloride in 20 ml of dry tetrahydrofuran was added to a cold (-30°) slurry of 0.75 g (0.02 mole) of lithium aluminum hydride in 30 ml of tetrahydrofuran. To the stirred mixture, which had been allowed to warm up to -20°, was added dropwise a solution of 2.7 g (0.0052 mole) of 4-(3,4-dichlorophenyl)-N-(6-methoxy-4-methyl-8-quinolinyl)-1-piperazinehexanamide in 30 ml of tetrahydrofuran. The mixture was stirred at -20° -0° for 3 hr, a... The reactants are ClC=1C=C(C=CC1Cl)N1CCN(CC1)CCCCCC(=O)NC=1C=C(C=C2C(=CC=NC12)C)OC (4-(3,4-dichlorophenyl)-N-(6-methoxy-4-methyl-8-quinolinyl)-1-piperazinehexanamide), [OH-].[Na+] (sodium hydroxide), [Cl-].[Al+3].[Cl-].[Cl-] (aluminum chloride), [H-].[Al+3].[Li+].[H-].[H-].[H-] (lithium aluminum hydride). The solvent is O1CCCC1 (tetrahydrofuran), O (water), O1CCCC1 (tetrahydrofuran), O1CCCC1 (tetrahydrofuran). Run at time 3 hour. Yields the product ClC=1C=C(C=CC1Cl)N1CCN(CC1)CCCCCCNC=1C=C(C=C2C(=CC=NC12)C)OC (N-[6-[4-(3,4-Dichlorophenyl)-1-piperazinyl]hexyl]-6-methoxy-4-methyl-8-quinolinamine). Starting materials: NC1=NC=C(C(=C1[N+](=O)[O-])N1CCN(CC1)CC(=O)N1CCCC1)Br (2-(4-(2-amino-5-bromo-3-nitropyridin-4-yl)piperazin-1-yl)-1-(pyrrolidin-1-yl)ethanone), CN(C1=CC=C(C=O)C=C1)C (4-dimethylaminobenzaldehyde), [O-]S(=O)S(=O)[O-].[Na+].[Na+] (Na2S2O4). Solvent: C(C)O (ethanol). Run at temperature 70 celsius. The product is BrC=1C(=C2C(=NC1)NC(=N2)C2=CC=C(C=C2)N(C)C)N2CCN(CC2)CC(=O)N2CCCC2 (2-(4-(6-Bromo-2-(4-(dimethylamino)phenyl)-3H-imidazo[4,5-b]pyridin-7-yl)piperazin-1-yl)-1-(pyrrolidin-1-yl)ethanone). Reaction SMILES: [NH2:1][C:2]1[C:7]([N+:8]([O-])=O)=[C:6]([N:11]2[CH2:16][CH2:15][N:14]([CH2:17][C:18]([N:20]3[CH2:24][CH2:23][CH2:22][CH2:21]3)=[O:19])[CH2:13][CH2:12]2)[C:5]([Br:25])=[CH:4][N:3]=1.[CH3:26][N:27]([CH3:36])[C:28]1[CH:35]=[CH:34][C:31]([CH:32]=O)=[CH:30][CH:29]=1.[O-]S(S([O-])=O)=O.[Na+].[Na+]>C(O)C>[Br:25][C:5]1[C:6]([N:11]2[CH2:16][CH2:15][N:14]([CH2:17][C:18]([N:20]3[CH2:24][CH2:23][CH2:22][CH2:21]3)=[O:19])[CH2:13][CH2:12]2)=[C:7]2[N:8]=[C:32]([C:31]3[CH:34]=[CH:35][C:28]([N:27]([CH3:36])[CH3:26])=[CH:29][CH:30]=3)[NH:1][C:2]2=[N:3][CH:4]=1 |f:2.3.4|. Procedure: To a mixture of 2-(4-(2-amino-5-bromo-3-nitropyridin-4-yl)piperazin-1-yl)-1-(pyrrolidin-1-yl)ethanone (0.045 g, 0.11 mmol), ethanol (4 ml), and 4-dimethylaminobenzaldehyde (0.021 g, 0.14 mmol) was added a freshly prepared aqueous solution of Na2S2O4 (1M; 0.44 ml, 0.44 mmol). The reaction mixture was heated at 70° C. for 3.5 h, then allowed to cool to room temperature and the solvents were removed in vacuo. The residue was absorbed on silica gel and the free running powder was placed on a 10 g is... The reactants are C(#N)C1=NC=C(C=C1)F (2-cyano-5-fluoropyridine), C(C)O (ethanol), N (ammonia), base. The reagents and catalysts are [Ni] (Raney nickel). The solvent is C(C)OCC (ethyl ether), O1CCOCC1 (1,4-dioxane), Cl (HCl), O1CCOCC1 (dioxane). Run at time 16 hour. Product: NCC1=NC=C(C=C1)F (2-Aminomethyl-5-fluoropyridine). As a reaction SMILES: [C:1]([C:3]1[CH:8]=[CH:7][C:6]([F:9])=[CH:5][N:4]=1)#[N:2].C(O)C.N>[Ni].O1CCOCC1.Cl.C(OCC)C>[NH2:2][CH2:1][C:3]1[CH:8]=[CH:7][C:6]([F:9])=[CH:5][N:4]=1. Procedure: Combine a mixture of 2-cyano-5-fluoropyridine (63.2 g, 0.52 mol), 22.5 g of Raney nickel, and ethanol (1.5 L) saturated with ammonia and hydrogenate at 500 p.s.i. and 70° C. for 16 h. Chromatograph the dark purple liquid over flash silica gel (methylene chloride/methanol/ammonia hydroxide—95:4.5:0.5) to give, after concentration at 25-30° C., a yellow liquid of the pure desired free base, 25.0 g (44%); 1H NMR (DMSO-d6) δ 8.43 (d, J=2.9 Hz, 1H), 7.66 (m, 1H), 7.50 (m, 1H), 3.77 (s, 2H), 2.10 (br,... Reactants: CC(=O)OCC(=O)C1C(C)CC2C3CC(Cl)C4=CC(=O)C=CC4(C)C3(Cl)C(O)CC21C, CO, [O-][Cl+3]([O-])([O-])O, O. Product: CC1CC2C3CC(Cl)C4=CC(=O)C=CC4(C)C3(Cl)C(O)CC2(C)C1C(=O)CO. As a reaction SMILES: [C:1](=[O:2])([CH3:3])[O:4][CH2:5][C:6]([CH:7]1[CH:8]([CH3:30])[CH2:9][CH:10]2[CH:11]3[CH2:12][CH:13]([Cl:29])[C:14]4=[CH:15][C:16](=[O:28])[CH:17]=[CH:18][C:19]4([CH3:20])[C:21]3([Cl:27])[CH:22]([OH:26])[CH2:23][C:24]12[CH3:25])=[O:31].[CH3:38][OH:39].[Cl+3:32]([OH:33])([O-:34])([O-:35])[O-:36].[OH2:37]>>[OH:4][CH2:5][C:6]([CH:7]1[CH:8]([CH3:30])[CH2:9][CH:10]2[CH:11]3[CH2:12][CH:13]([Cl:29])[C:14]4=[CH:15][C:16](=[O:28])[CH:17]=[CH:18][C:19]4([CH3:20])[C:21]3([Cl:27])[CH:22]([OH:26])[CH2:23][C:24]12[CH3:25])=[O:31]. The reactants are Br, ClCCl, CC(C)(C)CC(=O)C=[N+]=[N-]. The product is CC(C)(C)CC(=O)CBr. RXN SMILES: [BrH:11].[CH2:12]([Cl:13])[Cl:14].[N+:1](=[N-:2])=[CH:3][C:4]([CH2:5][C:6]([CH3:7])([CH3:8])[CH3:9])=[O:10]>>[CH2:3]([C:4]([CH2:5][C:6]([CH3:7])([CH3:8])[CH3:9])=[O:10])[Br:11].